This data is from the Open Reaction Database (ORD), a public repository of structured organic reaction records. The task is: describe an organic reaction: reactants, conditions, products, and yield Starting materials: Cc1cc([N+](=O)[O-])c(NC(=O)OC(C)(C)C)cc1Cl, CCNC, CS(C)=O. The product is CCN(C)c1cc(NC(=O)OC(C)(C)C)c([N+](=O)[O-])cc1C. As a reaction SMILES: [C:1]([CH3:2])([CH3:3])([CH3:4])[O:5][C:6]([NH:7][c:8]1[c:9]([N+:16](=[O:17])[O-:18])[cH:10][c:11]([CH3:15])[c:12]([Cl:14])[cH:13]1)=[O:19].[CH2:20]([CH3:21])[NH:22][CH3:23].[CH3:24][S:25]([CH3:26])=[O:27]>>[C:1]([CH3:2])([CH3:3])([CH3:4])[O:5][C:6]([NH:7][c:8]1[c:9]([N+:16](=[O:17])[O-:18])[cH:10][c:11]([CH3:15])[c:12]([N:22]([CH2:20][CH3:21])[CH3:23])[cH:13]1)=[O:19]. Starting materials: aqueous solution, C(C(CO)OP(=O)(O)O)O (β-glycerophosphoric acid), ClC1=CC(=CC=2C3=CC(=CC=C3C(=CC12)C(CCN(CCCC)CCCC)O)C(F)(F)F)Cl (1-[-1,3-dichloro-6-trifluoromethyl-9-phenanthryl]-3-di(n-butyl)aminopropanol). The solvent is C(C)O (ethanol). Conditions: temperature 100 celsius. The product is ClC1=CC(=CC=2C3=CC(=CC=C3C(=CC12)C(CCN(CCCC)CCCC)O)C(F)(F)F)Cl.C(C(CO)OP(=O)(O)O)O (1-[1,3-dichloro-6-trifluoromethyl-9-phenanthryl]-3-di(n-butyl)aminopropanol β-glycerophosphate). As a reaction SMILES: [CH2:1]([OH:10])[CH:2]([O:5][P:6]([OH:9])([OH:8])=[O:7])[CH2:3][OH:4].[Cl:11][C:12]1[C:25]2[CH:24]=[C:23]([CH:26]([OH:38])[CH2:27][CH2:28][N:29]([CH2:34][CH2:35][CH2:36][CH3:37])[CH2:30][CH2:31][CH2:32][CH3:33])[C:22]3[C:17](=[CH:18][C:19]([C:39]([F:42])([F:41])[F:40])=[CH:20][CH:21]=3)[C:16]=2[CH:15]=[C:14]([Cl:43])[CH:13]=1>C(O)C>[Cl:11][C:12]1[C:25]2[CH:24]=[C:23]([CH:26]([OH:38])[CH2:27][CH2:28][N:29]([CH2:30][CH2:31][CH2:32][CH3:33])[CH2:34][CH2:35][CH2:36][CH3:37])[C:22]3[C:17](=[CH:18][C:19]([C:39]([F:40])([F:41])[F:42])=[CH:20][CH:21]=3)[C:16]=2[CH:15]=[C:14]([Cl:43])[CH:13]=1.[CH2:1]([OH:10])[CH:2]([O:5][P:6]([OH:9])([OH:8])=[O:7])[CH2:3][OH:4] |f:3.4|. Procedure details: To a 50% aqueous solution of β-glycerophosphoric acid (4.8 g) at ambient temperature with stirring was added 1-[-1,3-dichloro-6-trifluoromethyl-9-phenanthryl]-3-di(n-butyl)aminopropanol (14.0 g). To the mixture was added ethanol (500 ml) and the mixture is heated to about 100° C. to affect solution. The solution is then filtered and the ethanol removed under vacuum until the desired product precipitates as a white crystalline material. After collecting and drying, the desired product has a melti... Reactants: N1(CCCCC1)CCCCC(=O)OC (methyl δ-piperidinovalerate), Cl (hydrochloric acid). Solvent: O (water). Reaction conditions: time 16 hour. Product: colorless crystals, Cl.N1(CCCCC1)CCCCC(=O)O (δ-piperidinovaleric acid hydrochloride). Yield: 79.0%. Reaction SMILES: [N:1]1([CH2:7][CH2:8][CH2:9][CH2:10][C:11]([O:13]C)=[O:12])[CH2:6][CH2:5][CH2:4][CH2:3][CH2:2]1.[ClH:15]>O>[ClH:15].[N:1]1([CH2:7][CH2:8][CH2:9][CH2:10][C:11]([OH:13])=[O:12])[CH2:6][CH2:5][CH2:4][CH2:3][CH2:2]1 |f:3.4|. Procedure details: 23.5 g. (0.117 mole) of methyl δ-piperidinovalerate was dissolved in a combination of 125 ml. of concentrated hydrochloric acid and 125 ml. of water and refluxed with stirring for 16 hours. The excess water was removed using reduced pressure (water aspirator) to give a semi-solid residue which was triturated with acetone, filtered and dried. 21.0 g. (79%) of colorless crystals of δ-piperidinovaleric acid hydrochloride was obtained with a m.p. of 202°-204° C. Reactants: CCCC(=O)O, O=C=NS(=O)(=O)Cl, c1ccccc1. The product is CCCC(=O)NS(=O)(=O)Cl. RXN SMILES: [C:1]([CH2:2][CH2:3][CH3:4])(=[O:5])[OH:6].[Cl:7][S:8](=[O:9])(=[O:10])[N:11]=[C:12]=[O:13].[cH:14]1[cH:15][cH:16][cH:17][cH:18][cH:19]1>>[C:1]([CH2:2][CH2:3][CH3:4])(=[O:6])[NH:11][S:8]([Cl:7])(=[O:9])=[O:10]. Starting materials: CCCCCC (hexane), NC1=C(C=CC(=C1)C)O (2-amino-4-methylphenol), N1=C(C=CC=C1)C=O (pyridine-2-carbaldehyde). Run in C(Cl)Cl (CH2Cl2), O (water), O (water). Conditions: temperature -35 celsius, time 8 hour. Product: O(C1=CC=CC=C1)C1=C(/N=C/C2=NC=CC=C2)C=C(C=C1)C (2-Phenoxy-5-methyl-N-[(1E)-2-pyridylmethylene]aniline). Isolated yield 73.0%. As a reaction SMILES: [NH2:1][C:2]1[CH:7]=[C:6]([CH3:8])[CH:5]=[CH:4][C:3]=1[OH:9].[N:10]1[CH:15]=[CH:14][CH:13]=[CH:12][C:11]=1[CH:16]=O.[CH3:18][CH2:19][CH2:20][CH2:21][CH2:22][CH3:23]>O.C(Cl)Cl>[O:9]([C:3]1[CH:4]=[CH:5][C:6]([CH3:8])=[CH:7][C:2]=1/[N:1]=[CH:16]/[C:11]1[CH:12]=[CH:13][CH:14]=[CH:15][N:10]=1)[C:20]1[CH:19]=[CH:18][CH:23]=[CH:22][CH:21]=1. Reported procedure: To a slurry of 2-amino-4-methylphenol (4.40 g, 35.7 mmol) in 300 mL water, a water solution of pyridine-2-carbaldehyde (3.80 g, 35.5 mmol) was slowly added, forming a yellow slurry. After stirring overnight, the suspension was poured through a frit and the solid washed with water. The orange solid was dissolved in 300 mL CH2Cl2 and extracted with 3×100 mL water, dried over MgSO4 and filtered to give a red solution. The solvent was removed under vacuum to give a red oil. The oil was re-dissolved ... Reactants: CCN, CCO, Cc1ccc(C(=O)NC2CC2)cc1-n1ccnc(NC2(c3ccccc3OCCCl)CC2)c1=O. Product: CCNCCOc1ccccc1C1(Nc2nccn(-c3cc(C(=O)NC4CC4)ccc3C)c2=O)CC1. Reaction SMILES: [CH3:35][CH2:36][NH2:37].[CH3:38][CH2:39][OH:40].[Cl:1][CH2:2][CH2:3][O:4][c:5]1[c:6]([C:11]2([NH:14][c:15]3[c:16](=[O:34])[n:17](-[c:21]4[cH:22][c:23]([C:24](=[O:25])[NH:26][CH:27]5[CH2:28][CH2:29]5)[cH:30][cH:31][c:32]4[CH3:33])[cH:18][cH:19][n:20]3)[CH2:12][CH2:13]2)[cH:7][cH:8][cH:9][cH:10]1>>[CH2:2]([CH2:3][O:4][c:5]1[c:6]([C:11]2([NH:14][c:15]3[c:16](=[O:34])[n:17](-[c:21]4[cH:22][c:23]([C:24](=[O:25])[NH:26][CH:27]5[CH2:28][CH2:29]5)[cH:30][cH:31][c:32]4[CH3:33])[cH:18][cH:19][n:20]3)[CH2:12][CH2:13]2)[cH:7][cH:8][cH:9][cH:10]1)[NH:37][CH2:36][CH3:35]. Reactants: CC(C)(C)[Si](C)(C)OCCCBr, C=CCC1(C)CC(c2cccc(Cl)c2)C(c2ccc(Cl)cc2)N(C(C=O)CC)C1=O, C1CCOC1, CCOC(C)=O. Product: C=CCC1(C)CC(c2cccc(Cl)c2)C(c2ccc(Cl)cc2)N(C(CC)C(O)CCCO[Si](C)(C)C(C)(C)C)C1=O. RXN SMILES: [Br:1][CH2:2][CH2:3][CH2:4][O:5][Si:6]([CH3:7])([CH3:8])[C:9]([CH3:10])([CH3:11])[CH3:12].[CH2:13]([CH:14]=[CH2:15])[C:16]1([CH3:42])[C:17](=[O:41])[N:18]([CH:36]([CH:37]=[O:38])[CH2:39][CH3:40])[CH:19]([c:29]2[cH:30][cH:31][c:32]([Cl:35])[cH:33][cH:34]2)[CH:20]([c:22]2[cH:23][c:24]([Cl:28])[cH:25][cH:26][cH:27]2)[CH2:21]1.[CH2:43]1[O:44][CH2:45][CH2:46][CH2:47]1.[CH3:48][CH2:49][O:50][C:51](=[O:52])[CH3:53]>>[CH2:2]([CH2:3][CH2:4][O:5][Si:6]([CH3:7])([CH3:8])[C:9]([CH3:10])([CH3:11])[CH3:12])[CH:37]([CH:36]([N:18]1[C:17](=[O:41])[C:16]([CH2:13][CH:14]=[CH2:15])([CH3:42])[CH2:21][CH:20]([c:22]2[cH:23][c:24]([Cl:28])[cH:25][cH:26][cH:27]2)[CH:19]1[c:29]1[cH:30][cH:31][c:32]([Cl:35])[cH:33][cH:34]1)[CH2:39][CH3:40])[OH:38]. Starting materials: Cl.NC1=C(C=CC=2C(=CC=CC12)S(=O)(=O)N)N (1,2-diamino-naphthalene-5-sulphonamide hydrochloride salt), O.O.C(C(=O)O)(=O)O (oxalic acid dihydrate). The solvent is Cl (hydrochloric acid). Reaction conditions: temperature 25 celsius. Product: OC=1C(=NC=2C=CC3=C(C2N1)C=CC=C3S(N)(=O)=O)O (2,3-dihydroxy-7-sulphamoyl-benzo[f]quinoxaline). The yield is 122.6%. As a reaction SMILES: Cl.[NH2:2][C:3]1[C:12]2[CH:11]=[CH:10][CH:9]=[C:8]([S:13]([NH2:16])(=[O:15])=[O:14])[C:7]=2[CH:6]=[CH:5][C:4]=1[NH2:17].O.O.[C:20](O)(=[O:24])[C:21](O)=[O:22]>Cl>[OH:22][C:21]1[C:20]([OH:24])=[N:17][C:4]2[CH:5]=[CH:6][C:7]3[C:8]([S:13](=[O:14])(=[O:15])[NH2:16])=[CH:9][CH:10]=[CH:11][C:12]=3[C:3]=2[N:2]=1 |f:0.1,2.3.4|. Reported procedure: A mixture of 5,0 g (21,0 mmol) 1,2-diamino-naphthalene-5-sulphonamide hydrochloride salt and 6,0 g oxalic acid dihydrate in 200 ml 2N hydrochloric acid was refluxed for 2,5 h. After cooling to 25° C., the precipitate was filtered off and washed with water. The crude product was recrystallized (dimethylformamide-water) to give 7,5 g (69%) 2,3-dihydroxy-7-sulphamoyl-benzo[f]quinoxaline. The reactants are BrC1=CC=CC=2C(C3=C(C=CC=C3C(C12)=O)SC1=CC=CC=C1)=O (1-bromo-5-phenylmercaptoanthraquinone), [N+](=O)([O-])C1=CC=C(N)C=C1 (4-nitroaniline), C([O-])([O-])=O.[Na+].[Na+] (sodium carbonate), ClC1=C(C=CC=C1)Cl (o-dichlorobenzene), copper-I iodide. The solvent is C1(=CC=CC=C1)C (toluene), N1=CC=CC=C1 (pyridine), O (water). Product: [N+](=O)([O-])C1=CC=C(C=C1)NC1=CC=CC=2C(C3=C(C=CC=C3C(C12)=O)SC1=CC=CC=C1)=O (1-(4'-nitrophenylamino)-5-phenylmercaptoanthraquinone). RXN SMILES: Br[C:2]1[C:15]2[C:14](=[O:16])[C:13]3[C:8](=[C:9]([S:17][C:18]4[CH:23]=[CH:22][CH:21]=[CH:20][CH:19]=4)[CH:10]=[CH:11][CH:12]=3)[C:7](=[O:24])[C:6]=2[CH:5]=[CH:4][CH:3]=1.[N+:25]([C:28]1[CH:34]=[CH:33][C:31]([NH2:32])=[CH:30][CH:29]=1)([O-:27])=[O:26].C(=O)([O-])[O-].[Na+].[Na+].ClC1C=CC=CC=1Cl>O.N1C=CC=CC=1.C1(C)C=CC=CC=1>[N+:25]([C:28]1[CH:34]=[CH:33][C:31]([NH:32][C:2]2[C:15]3[C:14](=[O:16])[C:13]4[C:8](=[C:9]([S:17][C:18]5[CH:23]=[CH:22][CH:21]=[CH:20][CH:19]=5)[CH:10]=[CH:11][CH:12]=4)[C:7](=[O:24])[C:6]=3[CH:5]=[CH:4][CH:3]=2)=[CH:30][CH:29]=1)([O-:27])=[O:26] |f:2.3.4|. Reported procedure: A mixture of 9.87 parts of 1-bromo-5-phenylmercaptoanthraquinone (melting point 191°-193°), 4.32 parts of 4-nitroaniline, 2.5 parts of sodium carbonate, 58 parts of o-dichlorobenzene, 6 parts of toluene and a solution of 0.4 part of copper-I iodide in 1.5 parts of pyridine is heated to the boil (160°-165°) for 24 hours, whilst stirring. The water which is liberated in the course of the reaction is separated off by means of a water separator. After stirring for 3 hours at 20°, the reaction produc... Starting materials: Cl.COC([C@H](CN)NC(=O)OC(C)(C)C)=O ((2S)-3-amino-2-{[(tert-butoxy)carbonyl]amino}propanoic acid methylester hydrochloride), NC=1C=C(C=CC1)S(=O)(=O)O (3-aminobenzenesulfonic acid), N,N-carbonyl diimidazole, C(Cl)Cl (methylene chloride), O1CCCC1 (tetrahydrofuran). Run at time 8 hour. The product is N[C@@H](CNC(=O)NC=1C=C(C=CC1)S(=O)(=O)O)C(=O)OC (3-({[(2S)-2-amino-3-methoxy-3-oxopropyl]carbamoyl}amino)benzene-1-sulfonic acid). As a reaction SMILES: Cl.[CH3:2][O:3][C:4](=[O:16])[C@@H:5]([NH:8]C(OC(C)(C)C)=O)[CH2:6][NH2:7].[NH2:17][C:18]1[CH:19]=[C:20]([S:24]([OH:27])(=[O:26])=[O:25])[CH:21]=[CH:22][CH:23]=1.C(Cl)Cl.[O:31]1CCC[CH2:32]1>>[NH2:8][C@H:5]([C:4]([O:3][CH3:2])=[O:16])[CH2:6][NH:7][C:32]([NH:17][C:18]1[CH:19]=[C:20]([S:24]([OH:27])(=[O:25])=[O:26])[CH:21]=[CH:22][CH:23]=1)=[O:31] |f:0.1|. Reported procedure: To 127 mg (0.5 mmol) of (2S)-3-amino-2-{[(tert-butoxy)carbonyl]amino}propanoic acid methylester hydrochloride, 87 mg (0.5 mmol) of 3-aminobenzenesulfonic acid and 97 mg (0.6 mmol) of N,N-carbonyl diimidazole, 1 ml of methylene chloride and 1 ml of tetrahydrofuran were added and stirred at room temperature overnight. After distilling the solvent away, purification was carried out using purification step A to obtain a crude purified substance of the title compound in protected form. To the obtaine...